This data is from the Open Reaction Database (ORD), a public repository of structured organic reaction records. The task is: describe an organic reaction: reactants, conditions, products, and yield Starting materials: Cl.N1(N=CC=C1)C(N)=N (1H-pyrazole-1-carboximidamide hydrochloride), C[O-].[Na+] (sodium methoxide), C(C)OC=C(C(=O)OCC)C(=O)OCC (diethyl ethoxymethylenemalonate), [OH-].[K+] (potassium hydroxide), Cl (HCl). The solvent is CCO (EtOH), CCO (EtOH), O (water), CCOCC (Et2O). Reaction conditions: temperature 75 celsius. Product: OC1=NC(=NC=C1C(=O)O)N1N=CC=C1 (4-Hydroxy-2-(1H-pyrazol-1-yl)pyrimidine-5-carboxylic acid). As a reaction SMILES: Cl.[N:2]1([C:7](=[NH:9])[NH2:8])[CH:6]=[CH:5][CH:4]=[N:3]1.C[O-].[Na+].C([O:15][CH:16]=[C:17]([C:23](OCC)=O)[C:18]([O:20]CC)=[O:19])C.[OH-].[K+].Cl>CCO.O.CCOCC>[OH:15][C:16]1[C:17]([C:18]([OH:20])=[O:19])=[CH:23][N:8]=[C:7]([N:2]2[CH:6]=[CH:5][CH:4]=[N:3]2)[N:9]=1 |f:0.1,2.3,5.6|. Reported procedure: To 1H-pyrazole-1-carboximidamide hydrochloride (44.22 g, 299 mmol) in EtOH (500 mL) was added sodium methoxide (102 mL, 448 mmol, 25 wt % in MeOH) and diethyl ethoxymethylenemalonate (61.0 mL, 299 mmol, 99%). The reaction was heated for about 40 min at 75° C. and then cooled slightly (71° C.) before adding potassium hydroxide (33.5 g, 597) in water (125 mL). The reaction was heated to 75° C. for 1 h. During this time an additional portion of EtOH (100 mL) was added to improve mixing. The reactio... The reactants are C(C)OC(=O)C=1N=CNC1C (5-methyl-4-imidazolecarboxylic acid ethyl ester), N (ammonia), [Ca] (Calcium), [Cl-].[NH4+] (Ammonium chloride). Run in C(C)(C)(C)O (t-Butanol), C(C)(C)O (isopropanol), CO (methanol). Conditions: time 40 minute. Yields the product Cl.OCC=1N=CNC1C (4-hydroxymethyl-5-methylimidazole hydrochloride). The yield is 47.7%. As a reaction SMILES: N.[Ca].C([O:5][C:6]([C:8]1[N:9]=[CH:10][NH:11][C:12]=1[CH3:13])=O)C.[Cl-:14].[NH4+]>C(O)(C)C.CO.C(O)(C)(C)C>[ClH:14].[OH:5][CH2:6][C:8]1[N:9]=[CH:10][NH:11][C:12]=1[CH3:13] |f:3.4,8.9|. Reported procedure: A 2 liter flask, fitted with an overhead stirrer and a nitrogen inlet, was charged with 700 ml. of anhydrous ammonia. Calcium (29.0 g., 0.723 m.) was added carefully in portions. t-Butanol (25 ml., 0.266 m.) was added in one portion and 5-methyl-4-imidazolecarboxylic acid ethyl ester (50 g., 0.32 m.) was added in portions over 30 minutes. The blue solution was stirred for 40 minutes and methanol (120 ml.) added dropwise. Ammonium chloride (80.0 g., 1.48 m.) and isopropanol (800 ml.) were added a... Reactants: CC(=O)O, CCOC(=O)Cc1ccc(NC(=O)c2cc(OCc3cccc(Cl)c3)ccc2Cl)c(Cl)c1, Cl, O. As a reaction SMILES: [CH3:34][C:35](=[O:36])[OH:37].[Cl:1][c:2]1[cH:3][c:4]([CH2:27][C:28](=[O:29])[O:30][CH2:31][CH3:32])[cH:5][cH:6][c:7]1[NH:8][C:9](=[O:10])[c:11]1[c:12]([Cl:26])[cH:13][cH:14][c:15]([O:17][CH2:18][c:19]2[cH:20][c:21]([Cl:25])[cH:22][cH:23][cH:24]2)[cH:16]1.[ClH:38].[OH2:33]>>[Cl:1][c:2]1[cH:3][c:4]([CH2:27][C:28](=[O:29])[OH:30])[cH:5][cH:6][c:7]1[NH:8][C:9](=[O:10])[c:11]1[c:12]([Cl:26])[cH:13][cH:14][c:15]([O:17][CH2:18][c:19]2[cH:20][c:21]([Cl:25])[cH:22][cH:23][cH:24]2)[cH:16]1. The product is O=C(O)Cc1ccc(NC(=O)c2cc(OCc3cccc(Cl)c3)ccc2Cl)c(Cl)c1. Starting materials: O=C([O-])[O-], CCC(C)C(C)=O, COc1ccc(-c2ccc(O)cc2)cc1, COC(=O)C(Cl)CCC1=CCCCC1, [K+], [K+]. Yields the product COC(=O)C(CCC1=CCCCC1)Oc1ccc(-c2ccc(OC)cc2)cc1. Reaction SMILES: [C:1](=[O:2])([O-:3])[O-:4].[CH3:36][CH:37]([CH2:38][CH3:39])[C:40](=[O:41])[CH3:42].[CH3:7][O:8][c:9]1[cH:10][cH:11][c:12](-[c:15]2[cH:16][cH:17][c:18]([OH:21])[cH:19][cH:20]2)[cH:13][cH:14]1.[Cl:22][CH:23]([C:24](=[O:25])[O:26][CH3:27])[CH2:28][CH2:29][C:30]1=[CH:31][CH2:32][CH2:33][CH2:34][CH2:35]1.[K+:5].[K+:6]>>[CH3:7][O:8][c:9]1[cH:10][cH:11][c:12](-[c:15]2[cH:16][cH:17][c:18]([O:21][CH:23]([C:24](=[O:25])[O:26][CH3:27])[CH2:28][CH2:29][C:30]3=[CH:31][CH2:32][CH2:33][CH2:34][CH2:35]3)[cH:19][cH:20]2)[cH:13][cH:14]1. The reactants are C(C)(=O)OCC(=S)N (2-acetoxythioacetamide), ClC1C(CCC1)=O (2-chlorocyclopentanone), ice water. The solvent is CN(C=O)C (dimethylformamide). Conditions: temperature 80 celsius, time 24 hour. The product is C(C)(=O)OCC=1SC2=C(N1)CCC2 (2-acetoxymethyl-5,6-dihydro-4H-cyclopentathiazole). The yield is 33.8%. RXN SMILES: [C:1]([O:4][CH2:5][C:6]([NH2:8])=[S:7])(=[O:3])[CH3:2].Cl[CH:10]1[CH2:14][CH2:13][CH2:12][C:11]1=O>CN(C)C=O>[C:1]([O:4][CH2:5][C:6]1[S:7][C:10]2[CH2:14][CH2:13][CH2:12][C:11]=2[N:8]=1)(=[O:3])[CH3:2]. Procedure: A mixture of 2-acetoxythioacetamide (10 g), 2-chlorocyclopentanone (10.6 g) and dimethylformamide (100 ml) was stirred for 24 hours at 80° C. The reaction mixture was cooled and poured into ice-water (500 ml), followed by extraction twice with ethyl acetate (200 ml). The extract was washed twice with water (100 ml), which was dried over magnesium sulfate, then the solvent was distilled off under reduced pressure. The residue was subjected to a silica gel chromatography (2.5×50 cm), eluting with ... As a reaction SMILES: [Br:24][CH2:25][CH2:26][CH2:27][CH2:28][Br:29].[C:18](=[O:19])([O-:20])[O-:21].[CH3:30][C:31](=[O:32])[CH3:33].[K+:22].[K+:23].[OH:1][c:2]1[cH:3][c:4]([N+:15](=[O:16])[O-:17])[c:5]([O:6][CH2:7][C:8](=[O:9])[O:10][CH2:11][CH3:12])[cH:13][cH:14]1>>[O:1]([c:2]1[cH:3][c:4]([N+:15](=[O:16])[O-:17])[c:5]([O:6][CH2:7][C:8](=[O:9])[O:10][CH2:11][CH3:12])[cH:13][cH:14]1)[CH2:28][CH2:27][CH2:26][CH2:25][Br:24]. Product: CCOC(=O)COc1ccc(OCCCCBr)cc1[N+](=O)[O-]. The reactants are BrCCCCBr, O=C([O-])[O-], CC(C)=O, [K+], [K+], CCOC(=O)COc1ccc(O)cc1[N+](=O)[O-]. Reactants: ClC1=C(C(=O)O)C=CC=C1Cl (2,3-dichlorobenzoic acid), COC1=CC=C(C=C1)C(CN)N1CCC(CC1)(F)F (2-(4-methoxy-phenyl)-2-(4,4-difluoro-piperidin-1-yl)-ethylamine). Product: ClC1=C(C(=O)NCC(C2=CC=C(C=C2)OC)N2CCC(CC2)(F)F)C=CC=C1Cl (2,3-dichloro-N-[2-(4,4-difluoro-1-piperidyl)-2-(4-methoxyphenyl)ethyl]benzamide). RXN SMILES: [Cl:1][C:2]1[C:10]([Cl:11])=[CH:9][CH:8]=[CH:7][C:3]=1[C:4]([OH:6])=O.[CH3:12][O:13][C:14]1[CH:19]=[CH:18][C:17]([CH:20]([N:23]2[CH2:28][CH2:27][C:26]([F:30])([F:29])[CH2:25][CH2:24]2)[CH2:21][NH2:22])=[CH:16][CH:15]=1>>[Cl:1][C:2]1[C:10]([Cl:11])=[CH:9][CH:8]=[CH:7][C:3]=1[C:4]([NH:22][CH2:21][CH:20]([N:23]1[CH2:24][CH2:25][C:26]([F:30])([F:29])[CH2:27][CH2:28]1)[C:17]1[CH:18]=[CH:19][C:14]([O:13][CH3:12])=[CH:15][CH:16]=1)=[O:6]. Reported procedure: From 2,3-dichlorobenzoic acid and 2-(4-methoxy-phenyl)-2-(4,4-difluoro-piperidin-1-yl)-ethylamine. The reactants are C(C1=CC=CC=C1)OC1=C(C=C2C(=NC=NC2=C1)Cl)OC (7-(Benzyloxy)-4-chloro-6-methoxyquinazoline), C(Cl)(Cl)Cl (chloroform), Cl.NC1=C(C=C(C=C1)O)Cl (4-amino-3-chlorophenol hydrochloride), [OH-].[Na+] (sodium hydroxide). Reagents/catalysts: [Cl-].C(CCC)[N+](CCCC)(CCCC)CCCC (tetrabutylammonium chloride). Solvent: CC(=O)C (acetone), O (water). The product is C(C1=CC=CC=C1)OC1=C(C=C2C(=NC=NC2=C1)OC1=CC(=C(N)C=C1)Cl)OC (4-{[7-(Benzyloxy)-6-methoxy-4-quinazolinyl]oxy}-2-chloroaniline). Isolated yield 90.0%. As a reaction SMILES: [CH2:1]([O:8][C:9]1[CH:18]=[C:17]2[C:12]([C:13](Cl)=[N:14][CH:15]=[N:16]2)=[CH:11][C:10]=1[O:20][CH3:21])[C:2]1[CH:7]=[CH:6][CH:5]=[CH:4][CH:3]=1.Cl.[NH2:23][C:24]1[CH:29]=[CH:28][C:27]([OH:30])=[CH:26][C:25]=1[Cl:31].[OH-].[Na+].C(Cl)(Cl)Cl>[Cl-].C([N+](CCCC)(CCCC)CCCC)CCC.CC(C)=O.O>[CH2:1]([O:8][C:9]1[CH:18]=[C:17]2[C:12]([C:13]([O:30][C:27]3[CH:28]=[CH:29][C:24]([NH2:23])=[C:25]([Cl:31])[CH:26]=3)=[N:14][CH:15]=[N:16]2)=[CH:11][C:10]=1[O:20][CH3:21])[C:2]1[CH:7]=[CH:6][CH:5]=[CH:4][CH:3]=1 |f:1.2,3.4,6.7|. Reported procedure: 7-(Benzyloxy)-4-chloro-6-methoxyquinazoline (30.0 g) and tetrabutylammonium chloride (13.9 g) were dissolved in acetone (400 ml), and the solution was stirred at room temperature. A solution of 4-amino-3-chlorophenol hydrochloride (36.0 g) in a 20% aqueous sodium hydroxide solution (64 ml) was added thereto. The mixture was then heated under reflux for 3 hr. The reaction solution was cooled to room temperature, and chloroform and water were added to the cooled reaction solution, followed by extr... The reactants are ClC1=C(C(=CC=C1)Cl)CS(=O)(=O)C=1C=C2/C(/C(NC2=CC1)=O)=C/C1=C(C(=C(N1)C)CC(=O)O)C ({5-[5-(2,6-dichloro-phenylmethanesulfonyl)-2-oxo-1,2-dihydro-indol-(3Z)-ylidenemethyl]-2,4-dimethyl-1H-pyrrol-3-yl}-acetic acid), C=1C=CC2=C(C1)N=NN2O (HOBt), CCN=C=NCCCN(C)C.Cl (EDAC.HCl), NCCN1CC(NCC1)=O (4-(2-amino-ethyl)-piperazin-2-one), TEA. Solvent: CN(C)C=O (DMF). Conditions: time 7 day. Product: ClC1=C(C(=CC=C1)Cl)CS(=O)(=O)C=1C=C2/C(/C(NC2=CC1)=O)=C/C1=C(C(=C(N1)C)CC(=O)NCCN1CC(NCC1)=O)C (2-{5-[5-(2,6-Dichloro-phenylmethanesulfonyl)-2-oxo-1,2-dihydro-indol-(3Z)-ylidenemethyl]-2,4-dimethyl-1H-pyrrol-3-yl}-N-[2-(3-oxo-piperazin-1-yl)-ethyl]-acetamide). RXN SMILES: [Cl:1][C:2]1[CH:7]=[CH:6][CH:5]=[C:4]([Cl:8])[C:3]=1[CH2:9][S:10]([C:13]1[CH:14]=[C:15]2[C:19](=[CH:20][CH:21]=1)[NH:18][C:17](=[O:22])/[C:16]/2=[CH:23]\[C:24]1[NH:28][C:27]([CH3:29])=[C:26]([CH2:30][C:31](O)=[O:32])[C:25]=1[CH3:34])(=[O:12])=[O:11].C1C=CC2N(O)N=NC=2C=1.CCN=C=NCCCN(C)C.Cl.[NH2:57][CH2:58][CH2:59][N:60]1[CH2:65][CH2:64][NH:63][C:62](=[O:66])[CH2:61]1>CN(C=O)C>[Cl:8][C:4]1[CH:5]=[CH:6][CH:7]=[C:2]([Cl:1])[C:3]=1[CH2:9][S:10]([C:13]1[CH:14]=[C:15]2[C:19](=[CH:20][CH:21]=1)[NH:18][C:17](=[O:22])/[C:16]/2=[CH:23]\[C:24]1[NH:28][C:27]([CH3:29])=[C:26]([CH2:30][C:31]([NH:57][CH2:58][CH2:59][N:60]2[CH2:65][CH2:64][NH:63][C:62](=[O:66])[CH2:61]2)=[O:32])[C:25]=1[CH3:34])(=[O:12])=[O:11] |f:2.3|. Procedure: To a mixture of {5-[5-(2,6-dichloro-phenylmethanesulfonyl)-2-oxo-1,2-dihydro-indol-(3Z)-ylidenemethyl]-2,4-dimethyl-1H-pyrrol-3-yl}-acetic acid (100 mg, 0.19 mmol), HOBt (3 mg, 0.1 eq.), EDAC.HCl (44 mg, 1.2 eq.) and 4-(2-amino-ethyl)-piperazin-2-one (30 mg, 1.1 eq.) in DMF (2 mL) at rt was added TEA (0.067 mL, 2.5 eq.). After stirring at rt for 7 days, the reaction was concentrated, diluted with DCM and then mixed with solid sodium bicarbonate. After stirring at rt for 15 mins, the suspension w... The product is C(C)OC(CC=1C=C(C(=CC1)OC)C1=C(C=C(C=C1)NC(C)=O)CN(CC)C(=O)OCC1=CC=CC=C1)=O ({4′-Acetylamino-2′-[(benzyloxycarbonyl-ethyl-amino)-methyl]-6-methoxy-biphenyl-3-yl}-acetic acid ethyl ester). Reactants: C(C)OC(CC=1C=C(C(=CC1)OC)C1=C(C=C(C=C1)N)CN(CC)C(=O)OCC1=CC=CC=C1)=O ({4′-amino-2′-[(benzyloxycarbonyl-ethyl-amino)-methyl]-6-methoxy-biphenyl-3-yl}-acetic acid ethyl ester), C(C)(=O)Cl (acetyl chloride). Procedure: Prepared according to the procedure described in Example 39, Step 1, using the following starting materials: {4′-amino-2′-[(benzyloxycarbonyl-ethyl-amino)-methyl]-6-methoxy-biphenyl-3-yl}-acetic acid ethyl ester and acetyl chloride. As a reaction SMILES: [CH2:1]([O:3][C:4](=[O:35])[CH2:5][C:6]1[CH:7]=[C:8]([C:14]2[CH:19]=[CH:18][C:17]([NH2:20])=[CH:16][C:15]=2[CH2:21][N:22]([C:25]([O:27][CH2:28][C:29]2[CH:34]=[CH:33][CH:32]=[CH:31][CH:30]=2)=[O:26])[CH2:23][CH3:24])[C:9]([O:12][CH3:13])=[CH:10][CH:11]=1)[CH3:2].[C:36](Cl)(=[O:38])[CH3:37]>>[CH2:1]([O:3][C:4](=[O:35])[CH2:5][C:6]1[CH:7]=[C:8]([C:14]2[CH:19]=[CH:18][C:17]([NH:20][C:36](=[O:38])[CH3:37])=[CH:16][C:15]=2[CH2:21][N:22]([C:25]([O:27][CH2:28][C:29]2[CH:34]=[CH:33][CH:32]=[CH:31][CH:30]=2)=[O:26])[CH2:23][CH3:24])[C:9]([O:12][CH3:13])=[CH:10][CH:11]=1)[CH3:2].